Task: describe an organic reaction: reactants, conditions, products, and yield. Dataset: the Open Reaction Database (ORD), a public repository of structured organic reaction records The reactants are FC1=C(C=CC(=C1)B1OC(C(O1)(C)C)(C)C)C=1N=CC(=NC1)N (5-(2-fluoro-4-(4,4,5,5-tetramethyl-1,3,2-dioxaborolan-2-yl)phenyl)-pyrazin-2-amine), BrC1=C(C=CC=C1)S(=O)(=O)N1CCC(CC1)O (1-((2-bromophenyl)sulfonyl)piperidin-4-ol). The product is NC=1N=CC(=NC1)C1=C(C=C(C=C1)C1=C(C=CC=C1)S(=O)(=O)N1CCC(CC1)O)F (1-{[4′-(5-Aminopyrazin-2-yl)-3′-fluorobiphenyl-2-yl]sulfonyl}piperidin-4-ol). Reaction SMILES: [F:1][C:2]1[CH:7]=[C:6](B2OC(C)(C)C(C)(C)O2)[CH:5]=[CH:4][C:3]=1[C:17]1[N:18]=[CH:19][C:20]([NH2:23])=[N:21][CH:22]=1.Br[C:25]1[CH:30]=[CH:29][CH:28]=[CH:27][C:26]=1[S:31]([N:34]1[CH2:39][CH2:38][CH:37]([OH:40])[CH2:36][CH2:35]1)(=[O:33])=[O:32]>>[NH2:23][C:20]1[N:21]=[CH:22][C:17]([C:3]2[CH:4]=[CH:5][C:6]([C:25]3[CH:30]=[CH:29][CH:28]=[CH:27][C:26]=3[S:31]([N:34]3[CH2:35][CH2:36][CH:37]([OH:40])[CH2:38][CH2:39]3)(=[O:33])=[O:32])=[CH:7][C:2]=2[F:1])=[N:18][CH:19]=1. Procedure details: The title compound was prepared in a manner similar to that described in Example 448 using 5-(2-fluoro-4-(4,4,5,5-tetramethyl-1,3,2-dioxaborolan-2-yl)phenyl)-pyrazin-2-amine and 1-((2-bromophenyl)sulfonyl)piperidin-4-ol. MS (ESI): mass calcd. for C21H21FN4O3S, 428.13; m/z found, 429.1 [M+H]+. 1H NMR (400 MHz, CD3OD) δ 8.36-8.31 (m, 2H), 8.10-8.06 (m, 1H), 7.99 (m, 1H), 7.73-7.67 (m, 1H), 7.64-7.58 (m, 1H), 7.44-7.40 (m, 1H), 7.34-7.28 (m, 2H), 3.66-3.55 (m, 1H), 3.20-3.08 (m, 2H), 2.71-2.61 (m, ... Starting materials: Cc1ccc(N(CC(=O)O)S(=O)(=O)c2ccc(C(C)(C)C)cc2)cc1, CCNCc1c[nH]c2ccccc12. The product is CCN(Cc1c[nH]c2ccccc12)C(=O)CN(c1ccc(C)cc1)S(=O)(=O)c1ccc(C(C)(C)C)cc1. As a reaction SMILES: [C:1]([CH3:2])([CH3:3])([CH3:4])[c:5]1[cH:6][cH:7][c:8]([S:11](=[O:12])(=[O:13])[N:14]([c:15]2[cH:16][cH:17][c:18]([CH3:21])[cH:19][cH:20]2)[CH2:22][C:23](=[O:24])[OH:25])[cH:9][cH:10]1.[CH2:26]([CH3:27])[NH:28][CH2:29][c:30]1[cH:31][nH:32][c:33]2[cH:34][cH:35][cH:36][cH:37][c:38]12>>[C:1]([CH3:2])([CH3:3])([CH3:4])[c:5]1[cH:6][cH:7][c:8]([S:11](=[O:12])(=[O:13])[N:14]([c:15]2[cH:16][cH:17][c:18]([CH3:21])[cH:19][cH:20]2)[CH2:22][C:23](=[O:25])[N:28]([CH2:26][CH3:27])[CH2:29][c:30]2[cH:31][nH:32][c:33]3[cH:34][cH:35][cH:36][cH:37][c:38]23)[cH:9][cH:10]1.